Dataset: the Open Reaction Database (ORD), a public repository of structured organic reaction records. Task: describe an organic reaction: reactants, conditions, products, and yield The reactants are OC1CCC2(CCN(C2=O)C2=CC=C(C=C2)OC(C)C)CC1 (8-hydroxy-2-(4-isopropoxy-phenyl)-2-aza-spiro[4.5]decan-1-one), CC1(CCCC(N1[O])(C)C)C (2,2,6,6-tetramethylpiperidine-1-oxyl), [Br-].[K+] (potassium bromide), C([O-])(O)=O.[Na+] (sodium bicarbonate), ice water. Run in ClCCl (dichloromethane), O (water), Cl[O-].[Na+] (sodium hypochlorite). Reaction conditions: time 3 hour. Product: C(C)(C)OC1=CC=C(C=C1)N1C(C2(CC1)CCC(CC2)=O)=O (2-(4-Isopropoxy-phenyl)-2-aza-spiro[4.5]decane-1,8-dione). Isolated yield 71.9%. As a reaction SMILES: [OH:1][CH:2]1[CH2:22][CH2:21][C:5]2([C:9](=[O:10])[N:8]([C:11]3[CH:16]=[CH:15][C:14]([O:17][CH:18]([CH3:20])[CH3:19])=[CH:13][CH:12]=3)[CH2:7][CH2:6]2)[CH2:4][CH2:3]1.CC1(C)N([O])C(C)(C)CCC1.[Br-].[K+].C(=O)(O)[O-].[Na+]>ClCCl.O.Cl[O-].[Na+]>[CH:18]([O:17][C:14]1[CH:15]=[CH:16][C:11]([N:8]2[CH2:7][CH2:6][C:5]3([CH2:21][CH2:22][C:2](=[O:1])[CH2:3][CH2:4]3)[C:9]2=[O:10])=[CH:12][CH:13]=1)([CH3:20])[CH3:19] |f:2.3,4.5,8.9,^1:26|. Reported procedure: To a solution of 8-hydroxy-2-(4-isopropoxy-phenyl)-2-aza-spiro[4.5]decan-1-one (7 g) and 2,2,6,6-tetramethylpiperidine-1-oxyl (721 mg) in dichloromethane (250 ml) were added sequentially a solution of potassium bromide (549 mg) in water (60 ml), sodium hypochlorite (52.8 ml), sodium bicarbonate (5.81 g) and the reaction mixture was then stirred for 3 hour at RT. The reaction mixture was poured into ice/water and extracted three times with CH2Cl2. The combined organic layers were washed with brin... Reactants: ClC1=NC=C(C=C1)C#N (2-Chloro-5-cyanopyridine), NCCCNC1=NC=C(C(N1)=O)CC=1C=NC(=CC1)C (2-(3-aminopropylamino)-5-(6-methylpyrid-3-ylmethyl)-4-pyrimidone), C([O-])([O-])=O.[K+].[K+] (potassium carbonate), Cl (hydrochloric acid). The solvent is N1=CC=CC=C1 (pyridine), O (water). The product is C(#N)C=1C=CC(=NC1)NCCCNC1=NC=C(C(N1)=O)CC=1C=NC(=CC1)C (2-[3-(5-cyanopyrid-2-ylamino)propylamino]-5-(6-methylpyrid-3-ylmethyl)-4-pyrimidone). Reaction SMILES: Cl[C:2]1[CH:7]=[CH:6][C:5]([C:8]#[N:9])=[CH:4][N:3]=1.[NH2:10][CH2:11][CH2:12][CH2:13][NH:14][C:15]1[NH:20][C:19](=[O:21])[C:18]([CH2:22][C:23]2[CH:24]=[N:25][C:26]([CH3:29])=[CH:27][CH:28]=2)=[CH:17][N:16]=1.C(=O)([O-])[O-].[K+].[K+].Cl>N1C=CC=CC=1.O>[C:8]([C:5]1[CH:6]=[CH:7][C:2]([NH:10][CH2:11][CH2:12][CH2:13][NH:14][C:15]2[NH:20][C:19](=[O:21])[C:18]([CH2:22][C:23]3[CH:24]=[N:25][C:26]([CH3:29])=[CH:27][CH:28]=3)=[CH:17][N:16]=2)=[N:3][CH:4]=1)#[N:9] |f:2.3.4|. Reported procedure: 2-Chloro-5-cyanopyridine (0.61 g), 2-(3-aminopropylamino)-5-(6-methylpyrid-3-ylmethyl)-4-pyrimidone (1.09) and potassium carbonate (0.61 g) were heated together under reflux in pyridine (10 ml) for 2.5 hr. The mixture was stripped, the residue taken up in water and the pH adjusted to 3 with hydrochloric acid. After extracting with chloroform the aqueous solution was filtered and the pH raised to 6.5 with sodium hydroxide. The precipitate thus obtained was chromatographed (silica gel, chloroform/... Starting materials: P(=O)(Cl)(Cl)Cl (Phosphorus oxychloride), C(CCC=C)S(=O)(=O)[O-].[Na+] (sodium 4-pentene-1-sulfonate), ice water. The product is C(CCC=C)S(=O)(=O)Cl (4-pentene-1-sulfonyl chloride). Isolated yield 54.5%. Reaction SMILES: P(Cl)(Cl)([Cl:3])=O.[CH2:6]([S:11]([O-:14])(=O)=[O:12])[CH2:7][CH2:8][CH:9]=[CH2:10].[Na+]>>[CH2:6]([S:11]([Cl:3])(=[O:14])=[O:12])[CH2:7][CH2:8][CH:9]=[CH2:10] |f:1.2|. Procedure details: Phosphorus oxychloride (570.02 g) was added to sodium 4-pentene-1-sulfonate (199.18 g) at room temperature. After reflux for 3 hours, the solution was cooled in an ice bath. The reaction solution was added gradually to a large amount of ice water. After extraction with diethyl ether, the organic layer was washed with brine, dried with magnesium sulfate, and concentrated under reduced pressure to obtain 4-pentene-1-sulfonyl chloride (106.31 g) as dark brown oil. Reactants: ClCCOC1=C(C=C(C=C1)[N+](=O)[O-])OC (1-(2-chloroethoxy)-2-methoxy-4-nitrobenzene), CN1CCNCC1 (N-methylpiperazine), C(=O)([O-])[O-].[K+].[K+] (K2CO3). The solvent is CC#N (CH3CN). The product is COC1=C(OCCN2CCN(CC2)C)C=CC(=C1)[N+](=O)[O-] (1-[2-(2-methoxy-4-nitro-phenoxy)-ethyl]-4-methyl-piperazine). Reaction SMILES: Cl[CH2:2][CH2:3][O:4][C:5]1[CH:10]=[CH:9][C:8]([N+:11]([O-:13])=[O:12])=[CH:7][C:6]=1[O:14][CH3:15].[CH3:16][N:17]1[CH2:22][CH2:21][NH:20][CH2:19][CH2:18]1.C([O-])([O-])=O.[K+].[K+]>CC#N>[CH3:15][O:14][C:6]1[CH:7]=[C:8]([N+:11]([O-:13])=[O:12])[CH:9]=[CH:10][C:5]=1[O:4][CH2:3][CH2:2][N:20]1[CH2:21][CH2:22][N:17]([CH3:16])[CH2:18][CH2:19]1 |f:2.3.4|. Procedure details: A mixture of 1-(2-chloroethoxy)-2-methoxy-4-nitrobenzene (Step A, 1 eq), N-methylpiperazine (3 eq) and K2CO3 (2.5 eq) in CH3CN was stirred and heated under reflux until HPLC indicated the reaction was complete. The resulting solid was filtered, rinsed well with CH2Cl2 and the filtrate and washings were combined, concentrated and purified by column chromatography giving 1-[2-(2-methoxy-4-nitro-phenoxy)-ethyl]-4-methyl-piperazine. The reactants are BrC1CCCC1, COc1ccc(-c2n[nH]c3c(F)cccc23)cc1C, [H-], [Na+]. Product: COc1ccc(-c2nn(C3CCCC3)c3c(F)cccc23)cc1C. As a reaction SMILES: [CH:22]1([Br:27])[CH2:23][CH2:24][CH2:25][CH2:26]1.[F:1][c:2]1[cH:3][cH:4][cH:5][c:6]2[c:7](-[c:11]3[cH:12][c:13]([CH3:19])[c:14]([O:17][CH3:18])[cH:15][cH:16]3)[n:8][nH:9][c:10]12.[H-:20].[Na+:21]>>[F:1][c:2]1[cH:3][cH:4][cH:5][c:6]2[c:7](-[c:11]3[cH:12][c:13]([CH3:19])[c:14]([O:17][CH3:18])[cH:15][cH:16]3)[n:8][n:9]([CH:22]3[CH2:23][CH2:24][CH2:25][CH2:26]3)[c:10]12. Reactants: ClCCCN1C(=O)C(=O)C2=CC=CC=C12 (1-(3-chloropropyl)isatin), C(C1=CC=CC=C1)(C1=CC=CC=C1)N1CCNCC1 (1-benzhydrylpiperazine), [I-].[K+] (potassium iodide), C([O-])(O)=O.[Na+] (sodium bicarbonate). The solvent is CN(C=O)C (N,N-dimethylformamide), C(C)N(CC)CC (triethylamine). Conditions: time 1.5 hour. Product: Cl.Cl.C(C1=CC=CC=C1)(C1=CC=CC=C1)N1CCN(CC1)CCCN1C(=O)C(=O)C2=CC=CC=C12 (1-[3-(4-benzhydryl-1-piperazinyl)propyl]isatin dihydrochloride). Yield: 131.0%. As a reaction SMILES: [Cl:1][CH2:2][CH2:3][CH2:4][N:5]1[C:15]2[C:10](=[CH:11][CH:12]=[CH:13][CH:14]=2)[C:8](=[O:9])[C:6]1=[O:7].[CH:16]([N:29]1[CH2:34][CH2:33][NH:32][CH2:31][CH2:30]1)([C:23]1[CH:28]=[CH:27][CH:26]=[CH:25][CH:24]=1)[C:17]1[CH:22]=[CH:21][CH:20]=[CH:19][CH:18]=1.[I-].[K+].C(=O)(O)[O-].[Na+]>CN(C)C=O.C(N(CC)CC)C>[ClH:1].[ClH:1].[CH:16]([N:29]1[CH2:34][CH2:33][N:32]([CH2:2][CH2:3][CH2:4][N:5]2[C:15]3[C:10](=[CH:11][CH:12]=[CH:13][CH:14]=3)[C:8](=[O:9])[C:6]2=[O:7])[CH2:31][CH2:30]1)([C:23]1[CH:28]=[CH:27][CH:26]=[CH:25][CH:24]=1)[C:17]1[CH:22]=[CH:21][CH:20]=[CH:19][CH:18]=1 |f:2.3,4.5,8.9.10|. Procedure details: A mixture of 1-(3-chloropropyl)isatin (13.44 g), 1-benzhydrylpiperazine (19.92 g), triethylamine (7.2 g) and potassium iodide (9.96 g) in N,N-dimethylformamide (144 ml) was stirred for 1.5 hours at 80° to 85° C. The reaction mixture was cooled, poured into a cold aqueous solution of sodium bicarbonate and extracted with ethyl acetate. The extract was washed with water, dried over anhydrous magnesium sulfate and evaporated. The residue was dissolved in chloroform and subjected to column chromatog... Reactants: C(C)OC(CN1C(C(=NC=C1)N[C@@H](CC1=CC=CC=C1)CN=[N+]=[N-])=O)=O ((S)-[3-(1-azidomethyl-2-phenyl-ethylamino)-2-oxo-2H-pyrazin-1-yl]-acetic acid ethyl ester), ClN1C(CCC1=O)=O (N-chlorosuccinimide). Solvent: ClC(C)Cl (dichloroethane). Run at temperature 85 celsius, time 1 hour. The product is C(C)OC(CN1C(C(=NC=C1Cl)N[C@@H](CC1=CC=CC=C1)CN=[N+]=[N-])=O)=O ((S)-[3-(1-azidomethyl-2-phenyl-ethylamino)-6-chloro-2-oxo-2H-pyrazin-1-yl]-acetic acid ethyl ester). Reaction SMILES: [CH2:1]([O:3][C:4](=[O:26])[CH2:5][N:6]1[CH:11]=[CH:10][N:9]=[C:8]([NH:12][C@H:13]([CH2:21][N:22]=[N+:23]=[N-:24])[CH2:14][C:15]2[CH:20]=[CH:19][CH:18]=[CH:17][CH:16]=2)[C:7]1=[O:25])[CH3:2].[Cl:27]N1C(=O)CCC1=O>ClC(Cl)C>[CH2:1]([O:3][C:4](=[O:26])[CH2:5][N:6]1[C:11]([Cl:27])=[CH:10][N:9]=[C:8]([NH:12][C@H:13]([CH2:21][N:22]=[N+:23]=[N-:24])[CH2:14][C:15]2[CH:16]=[CH:17][CH:18]=[CH:19][CH:20]=2)[C:7]1=[O:25])[CH3:2]. Procedure details: To a solution of (S)-[3-(1-azidomethyl-2-phenyl-ethylamino)-2-oxo-2H-pyrazin-1-yl]-acetic acid ethyl ester (5.8 g, 16.3 mmol) in dichloroethane (90 ml) was added N-chlorosuccinimide (2.17 g, 16.3 mmol) and the reaction mixture was stirred at 85° C. for 1 h 30 and at room temperature for 18 h. The reaction mixture was concentrated in vacuo and purified by flash chromatography (silica gel, 20% diethyl ether in hexane to 45%) to give (S)-[3-(1-azidomethyl-2-phenyl-ethylamino)-6-chloro-2-oxo-2H-pyra... Reactants: NNC(=O)c1ccccc1, ClCCCl, C1CCOC1, Cc1c(NC(C(=O)O)C(C)O)ccc(C#N)c1Cl, On1nnc2ccccc21. Product: Cc1c(NC(C(=O)NNC(=O)c2ccccc2)C(C)O)ccc(C#N)c1Cl. Reaction SMILES: [C:19]([c:20]1[cH:21][cH:22][cH:23][cH:24][cH:25]1)(=[O:26])[NH:27][NH2:28].[CH2:39]([Cl:40])[CH2:41][Cl:42].[CH2:43]1[O:44][CH2:45][CH2:46][CH2:47]1.[Cl:1][c:2]1[c:3]([CH3:18])[c:4]([NH:10][CH:11]([C:12](=[O:13])[OH:14])[CH:15]([CH3:16])[OH:17])[cH:5][cH:6][c:7]1[C:8]#[N:9].[OH:29][n:30]1[c:31]2[c:32]([cH:33][cH:34][cH:35][cH:36]2)[n:37][n:38]1>>[Cl:1][c:2]1[c:3]([CH3:18])[c:4]([NH:10][CH:11]([C:12](=[O:14])[NH:28][NH:27][C:19]([c:20]2[cH:21][cH:22][cH:23][cH:24][cH:25]2)=[O:26])[CH:15]([CH3:16])[OH:17])[cH:5][cH:6][c:7]1[C:8]#[N:9].